Dataset: the Open Reaction Database (ORD), a public repository of structured organic reaction records. Task: describe an organic reaction: reactants, conditions, products, and yield Reactants: ClCCCCOC1=CC=CC=2C(OC(NC21)=O)(C)C (8-(4-chlorobutoxy)-4,4-dimethyl-4H-3,1-benzoxazin-2-one), ClC=1C=C(C=CC1Cl)S (3,4-dichloro-thiophenol). The product is ClC=1C=C(C=CC1Cl)SCCCCOC1=CC=CC=2C(OC(NC21)=O)(C)C (8-[4-(3,4-Dichloro-phenylmercapto)-butoxy]-4,4-dimethyl-4H-3,1-benzoxazin-2-one). Reaction SMILES: Cl[CH2:2][CH2:3][CH2:4][CH2:5][O:6][C:7]1[C:16]2[NH:15][C:14](=[O:17])[O:13][C:12]([CH3:19])([CH3:18])[C:11]=2[CH:10]=[CH:9][CH:8]=1.[Cl:20][C:21]1[CH:22]=[C:23]([SH:28])[CH:24]=[CH:25][C:26]=1[Cl:27]>>[Cl:20][C:21]1[CH:22]=[C:23]([S:28][CH2:2][CH2:3][CH2:4][CH2:5][O:6][C:7]2[C:16]3[NH:15][C:14](=[O:17])[O:13][C:12]([CH3:19])([CH3:18])[C:11]=3[CH:10]=[CH:9][CH:8]=2)[CH:24]=[CH:25][C:26]=1[Cl:27]. Procedure: Prepared analogously to Example 1 from 8-(4-chlorobutoxy)-4,4-dimethyl-4H-3,1-benzoxazin-2-one and 3,4-dichloro-thiophenol. The reactants are CC1(C2C(C=3C(=CC=4C(=NO[N+]4[O-])C3)O1)O2)C (7,8-dihydro-6,6-dimethyl-7,8-epoxy-6H-pyrano[2,3-f]benz-2,1,3-oxadiazole-3-oxide), P(OCC)(OCC)OCC (triethyl phosphite). Run in C1=CC=CC=C1 (benzene). Run at time 15 minute. Yields the product CC1(C2C(C=3C(=CC=4C(=NON4)C3)O1)O2)C (7,8-dihydro-6,6-dimethyl-7,8-epoxy-6H-pyrano[2,3-f]benz-2,1,3-oxadiazole). Reaction SMILES: [CH3:1][C:2]1([CH3:17])[O:15][C:6]2=[CH:7][C:8]3[C:9]([CH:14]=[C:5]2[CH:4]2[O:16][CH:3]12)=[N:10][O:11][N+:12]=3[O-].P(OCC)(OCC)OCC>C1C=CC=CC=1>[CH3:1][C:2]1([CH3:17])[O:15][C:6]2=[CH:7][C:8]3[C:9]([CH:14]=[C:5]2[CH:4]2[O:16][CH:3]12)=[N:10][O:11][N:12]=3. Reported procedure: 1.00 g (4.27 mmol) of 7,8-dihydro-6,6-dimethyl-7,8-epoxy-6H-pyrano[2,3-f]benz-2,1,3-oxadiazole-3-oxide (compound [G]) and 6 ml of benzene were stirred at 60° C., while 0.80 ml (4.70 mmol) of triethyl phosphite was added thereto dropwise within 15 minutes. Next, the obtained mixture was stirred for three hours.